This data is from the Open Reaction Database (ORD), a public repository of structured organic reaction records. The task is: describe an organic reaction: reactants, conditions, products, and yield The reactants are CC=1C(=CC=2C(CCC(C2C1)(C)C)(C)C)/C(=C/C=1NC(=CN1)C(=O)OCC)/C (Ethyl (E)-2-[2-(5,6,7,8-tetrahydro-3,5,5,8,8-pentamethylnaphthalen-2-yl)propen-1-yl]-5imidazolecarboxylate), CC=1C(=CC=2C(CCC(C2C1)(C)C)(C)C)/C(=C/C=1NC(=CN1)C(=O)OCC)/C (Ethyl (E)-2-[2-(5,6,7,8-tetrahydro-3,5,5,8,8-pentamethylnaphthalen-2-yl)propen-1-yl]-5imidazolecarboxylate), CI (methyl iodide), C(=O)([O-])[O-].[K+].[K+] (K2CO3). Run in CC(=O)C (acetone). Reaction conditions: time 24 hour. The product is CC=1C(=CC=2C(CCC(C2C1)(C)C)(C)C)/C(=C/C=1N(C(=CN1)C(=O)OCC)C)/C (Ethyl (E)-2-[2-(5,6,7,8-tetrahydro-3,5,5,8,8-pentamethylnaphthalen-2-yl)propen-1-yl]-1-methyl-5-imidazolecarboxylate). The yield is 53.8%. RXN SMILES: [CH3:1][C:2]1[C:3](/[C:16](/[CH3:28])=[CH:17]/[C:18]2[NH:19][C:20]([C:23]([O:25][CH2:26][CH3:27])=[O:24])=[CH:21][N:22]=2)=[CH:4][C:5]2[C:6]([CH3:15])([CH3:14])[CH2:7][CH2:8][C:9]([CH3:13])([CH3:12])[C:10]=2[CH:11]=1.CI.[C:31]([O-])([O-])=O.[K+].[K+]>CC(C)=O>[CH3:1][C:2]1[C:3](/[C:16](/[CH3:28])=[CH:17]/[C:18]2[N:19]([CH3:31])[C:20]([C:23]([O:25][CH2:26][CH3:27])=[O:24])=[CH:21][N:22]=2)=[CH:4][C:5]2[C:6]([CH3:15])([CH3:14])[CH2:7][CH2:8][C:9]([CH3:12])([CH3:13])[C:10]=2[CH:11]=1 |f:2.3.4|. Reported procedure: Ethyl (E)-2-[2-(5,6,7,8-tetrahydro-3,5,5,8,8-pentamethylnaphthalen-2-yl)propen-1-yl]-5-imidazolecarboxylate (Compound 5, 25 mg, 0.066 mmol) was dissolved in acetone (3 mL) at room temperature and treated with methyl iodide (0.025 mL) and K2CO3 (100 mg). The suspension was stirred for 24 hours, filtered through Celite and concentrated under reduced pressure. The residue was treated with water (5 mL) and the organic material was extracted with ethyl acetate, washed with brine, dried (MgSO4) and co... The reactants are N#CCC(=O)O, CCOCC, ClCCl, ClP(Cl)(Cl)(Cl)Cl, Cl, Oc1c(Cl)c(Cl)c(Cl)c(Cl)c1Cl. Yields the product N#CCC(=O)Oc1c(Cl)c(Cl)c(Cl)c(Cl)c1Cl. Reaction SMILES: [C:1](#[N:2])[CH2:3][C:4](=[O:5])[OH:6].[CH2:29]([O:30][CH2:31][CH3:32])[CH3:33].[Cl:26][CH2:27][Cl:28].[Cl:7][P:8]([Cl:9])([Cl:10])([Cl:11])[Cl:12].[ClH:13].[OH:14][c:15]1[c:16]([Cl:17])[c:18]([Cl:19])[c:20]([Cl:21])[c:22]([Cl:23])[c:24]1[Cl:25]>>[C:1](#[N:2])[CH2:3][C:4]([O:5][c:15]1[c:16]([Cl:17])[c:18]([Cl:19])[c:20]([Cl:21])[c:22]([Cl:23])[c:24]1[Cl:25])=[O:6]. The reactants are NC=1C(=NC=CC1)NC=1C=C(C=CC1)C1=CC=CC=C1 (3-amino-2-[(3-biphenylyl)amino]pyridine), O=C(C(=O)O)CCC(=O)O (2-ketoglutaric acid). The solvent is C(C)O (ethanol). The product is C1(=CC(=CC=C1)N1C2=C(N=C(C1=O)CCC(=O)O)C=CC=N2)C2=CC=CC=C2 (4-(3-biphenylyl)-2-(2-carboxyethyl)-3-oxo-3,4-dihydropyrido[2,3-b]pyrazine). The yield is 44.6%. RXN SMILES: [NH2:1][C:2]1[C:3]([NH:8][C:9]2[CH:10]=[C:11]([C:15]3[CH:20]=[CH:19][CH:18]=[CH:17][CH:16]=3)[CH:12]=[CH:13][CH:14]=2)=[N:4][CH:5]=[CH:6][CH:7]=1.O=[C:22]([CH2:26][CH2:27][C:28](O)=[O:29])[C:23]([OH:25])=[O:24]>C(O)C>[C:11]1([C:15]2[CH:16]=[CH:17][CH:18]=[CH:19][CH:20]=2)[CH:12]=[CH:13][CH:14]=[C:9]([N:8]2[C:28](=[O:29])[C:27]([CH2:26][CH2:22][C:23]([OH:25])=[O:24])=[N:1][C:2]3[CH:7]=[CH:6][CH:5]=[N:4][C:3]2=3)[CH:10]=1. Reported procedure: A mixture of 3-amino-2-[(3-biphenylyl)amino]pyridine (350 mg) and 2-ketoglutaric acid (235 mg) in ethanol (5 ml) was stirred under reflux for 1 hour. After evaporation of the solvent, the residue was chromatographed on silica gel column (2.5%-3% methanol in chloroform) to give 4-(3-biphenylyl)-2-(2-carboxyethyl)-3-oxo-3,4-dihydropyrido[2,3-b]pyrazine (222 mg). Reactants: CN1CC[C@]23[C@@H]4[C@H]1CC5=C2C(=C(C=C5)OC)O[C@H]3C(=CC4)OC (8,14-dihydro-thebaine), Cl (hydrochloric acid), C (charcoal). The product is CN1CC[C@]23C4=C5C=CC(=C4O[C@H]2C(=O)CC[C@H]3[C@H]1C5)OC (hydrocodone). Isolated yield 89.2%. RXN SMILES: [CH3:1][N:2]1[C@@H:7]2[CH2:8][C:9]3[CH:14]=[CH:13][C:12]([O:15][CH3:16])=[C:11]4[O:17][C@H:18]5[C:19]([O:22]C)=[CH:20][CH2:21][C@@H:6]2[C@:5]5([C:10]=34)[CH2:4][CH2:3]1.Cl.C>>[CH3:1][N:2]1[C@@H:7]2[CH2:8][C:9]3[CH:14]=[CH:13][C:12]([O:15][CH3:16])=[C:11]4[O:17][C@H:18]5[C:19]([CH2:20][CH2:21][C@@H:6]2[C@:5]5([C:10]=34)[CH2:4][CH2:3]1)=[O:22]. Procedure details: In this Example, 8,14-dihydro-thebaine (6.00 g, 19.14 mmol) was mixed with 50 ml of approx. 2.45 N hydrochloric acid (122.5 mmol, prepared by mixing concentrated hydrochloric acid (10 ml) with DI water (40 ml)) at room temperature with stirring. The homogeneous light yellow colored solution was stirred overnight. Decolorizing charcoal (Darco, 0.3 g) was added to the mixture and the reaction was stirred for 1 hour and then filtered. The charcoal was washed with DI water (2×5 ml). The combined aci... Starting materials: TEA, C(C1=CC=CC=C1)(C1=CC=CC=C1)(C1=CC=CC=C1)Cl (trityl chloride), C1(=CC=CC=C1)C=1N=CNC1C1=CC=CC=C1 (4,5-diphenylimidazole). Run in CCOC(=O)C (EtOAc), C(Cl)Cl (CH2Cl2). Reaction conditions: time 18 hour. Yields the product C1(=CC=CC=C1)C=1N=CN(C1C1=CC=CC=C1)C(C1=CC=CC=C1)(C1=CC=CC=C1)C1=CC=CC=C1 (4,5-diphenyl-1-trityl-1H-imidazole). Isolated yield 65.9%. Reaction SMILES: [C:1]1([C:7]2[N:8]=[CH:9][NH:10][C:11]=2[C:12]2[CH:17]=[CH:16][CH:15]=[CH:14][CH:13]=2)[CH:6]=[CH:5][CH:4]=[CH:3][CH:2]=1.[C:18](Cl)([C:31]1[CH:36]=[CH:35][CH:34]=[CH:33][CH:32]=1)([C:25]1[CH:30]=[CH:29][CH:28]=[CH:27][CH:26]=1)[C:19]1[CH:24]=[CH:23][CH:22]=[CH:21][CH:20]=1>C(Cl)Cl.CCOC(C)=O>[C:1]1([C:7]2[N:8]=[CH:9][N:10]([C:18]([C:19]3[CH:24]=[CH:23][CH:22]=[CH:21][CH:20]=3)([C:31]3[CH:32]=[CH:33][CH:34]=[CH:35][CH:36]=3)[C:25]3[CH:26]=[CH:27][CH:28]=[CH:29][CH:30]=3)[C:11]=2[C:12]2[CH:13]=[CH:14][CH:15]=[CH:16][CH:17]=2)[CH:6]=[CH:5][CH:4]=[CH:3][CH:2]=1. Procedure details: To a suspension of 4,5-diphenylimidazole (500 mg, 2.27 mmol) in 5 mL CH2Cl2 at rt were added TEA (348 μL, 2.50 mmol) and trityl chloride (664 mg, 2.38 mmol). The mixture was stirred at rt for 18 h, then was diluted with EtOAc, washed with H2O and brine, dried (Na2SO4) and concentrated. The crude product was purified by flash chromatography (0 to 30% EtOAc/hexanes gradient) to afford 692 mg of Intermediate 19.1 as a pale green solid.